This data is from the Open Reaction Database (ORD), a public repository of structured organic reaction records. The task is: describe an organic reaction: reactants, conditions, products, and yield Yields the product CCCCCCCC(CCI)O[Si](C)(C)C. Reactants: ClCCl, C[Si](C)(C)Cl, CCCCCCCC(O)CCI. As a reaction SMILES: [CH2:18]([Cl:19])[Cl:20].[CH3:13][Si:14]([CH3:15])([CH3:16])[Cl:17].[I:1][CH2:2][CH2:3][CH:4]([CH2:5][CH2:6][CH2:7][CH2:8][CH2:9][CH2:10][CH3:11])[OH:12]>>[I:1][CH2:2][CH2:3][CH:4]([CH2:5][CH2:6][CH2:7][CH2:8][CH2:9][CH2:10][CH3:11])[O:12][Si:14]([CH3:13])([CH3:15])[CH3:16]. The reactants are COC(=O)Cc1ccc2cc(OC)ccc2c1, CO, [Na+], [Na+], O=C([O-])[O-], O. Product: COc1ccc2cc(CC(=O)O)ccc2c1. As a reaction SMILES: [CH3:1][O:2][c:3]1[cH:4][c:5]2[cH:6][cH:7][c:8]([CH2:13][C:14](=[O:15])[O:16][CH3:17])[cH:9][c:10]2[cH:11][cH:12]1.[CH3:24][OH:25].[Na+:18].[Na+:19].[O-:20][C:21](=[O:22])[O-:23].[OH2:26]>>[CH3:1][O:2][c:3]1[cH:4][c:5]2[cH:6][cH:7][c:8]([CH2:13][C:14](=[O:15])[OH:16])[cH:9][c:10]2[cH:11][cH:12]1.